This data is from the Open Reaction Database (ORD), a public repository of structured organic reaction records. The task is: describe an organic reaction: reactants, conditions, products, and yield Reactants: CCO, CCOC(C)=O, CN(C)CCCCl, Cl, NC(N)=S. Product: CN(C)CCCSC(=N)N, Cl, Cl. Reaction SMILES: [CH3:13][CH2:14][OH:15].[CH3:16][CH2:17][O:18][C:19](=[O:20])[CH3:21].[Cl:2][CH2:3][CH2:4][CH2:5][N:6]([CH3:7])[CH3:8].[ClH:1].[NH2:9][C:10]([NH2:11])=[S:12]>>[CH2:3]([CH2:4][CH2:5][N:6]([CH3:7])[CH3:8])[S:12][C:10](=[NH:9])[NH2:11].[ClH:1].[ClH:2].